This data is from the Open Reaction Database (ORD), a public repository of structured organic reaction records. The task is: describe an organic reaction: reactants, conditions, products, and yield The reactants are COC(=O)CCN(Cc1ccc(Cl)cc1)C1CCN(C(=O)OC(C)(C)C)C1, ClCCl, O=C(O)C(F)(F)F. Yields the product COC(=O)CCN(Cc1ccc(Cl)cc1)C1CCNC1. RXN SMILES: [C:1]([O:2][C:3](=[O:4])[N:8]1[CH2:9][CH:10]([N:13]([CH2:14][CH2:15][C:16](=[O:17])[O:18][CH3:19])[CH2:20][c:21]2[cH:22][cH:23][c:24]([Cl:27])[cH:25][cH:26]2)[CH2:11][CH2:12]1)([CH3:5])([CH3:6])[CH3:7].[Cl:35][CH2:36][Cl:37].[OH:28][C:29]([C:30]([F:31])([F:32])[F:33])=[O:34]>>[NH:8]1[CH2:9][CH:10]([N:13]([CH2:14][CH2:15][C:16](=[O:17])[O:18][CH3:19])[CH2:20][c:21]2[cH:22][cH:23][c:24]([Cl:27])[cH:25][cH:26]2)[CH2:11][CH2:12]1. Reactants: N1(CCOCC1)C1=CC=C(C=C1)NC1=NN2C(C=N1)=CC=C2C=2CCNCC2 ((4-Morpholin-4-yl-phenyl)-[7-(1,2,3,6-tetrahydro-pyridin-4-yl)-pyrrolo[2,1-f][1,2,4]triazin-2-yl]-amine), C(C)#N (Acetonitrile), C([O-])([O-])=O.[K+].[K+] (Potassium carbonate), CS(=O)(=O)Cl (Methanesulfonyl chloride). Reaction conditions: time 5 minute. Yields the product CS(=O)(=O)N1CCC(=CC1)C1=CC=C2C=NC(=NN21)NC2=CC=C(C=C2)N2CCOCC2 ([7-(1-Methanesulfonyl-1,2,3,6-tetrahydro-pyridin-4-yl)-pyrrolo[2,1-f][1,2,4]triazin-2-yl]-(4-morpholin-4-yl-phenyl)-amine). Isolated yield 36.7%. Reaction SMILES: [N:1]1([C:7]2[CH:12]=[CH:11][C:10]([NH:13][C:14]3[N:19]=[CH:18][C:17]4=[CH:20][CH:21]=[C:22]([C:23]5[CH2:24][CH2:25][NH:26][CH2:27][CH:28]=5)[N:16]4[N:15]=3)=[CH:9][CH:8]=2)[CH2:6][CH2:5][O:4][CH2:3][CH2:2]1.C(#N)C.C(=O)([O-])[O-].[K+].[K+].[CH3:38][S:39](Cl)(=[O:41])=[O:40]>>[CH3:38][S:39]([N:26]1[CH2:25][CH:24]=[C:23]([C:22]2[N:16]3[C:17]([CH:18]=[N:19][C:14]([NH:13][C:10]4[CH:11]=[CH:12][C:7]([N:1]5[CH2:2][CH2:3][O:4][CH2:5][CH2:6]5)=[CH:8][CH:9]=4)=[N:15]3)=[CH:20][CH:21]=2)[CH2:28][CH2:27]1)(=[O:41])=[O:40] |f:2.3.4|. Procedure details: Into a 8-dram vial, (4-Morpholin-4-yl-phenyl)-[7-(1,2,3,6-tetrahydro-pyridin-4-yl)-pyrrolo[2,1-f][1,2,4]triazin-2-yl]-amine (0.080 g, 0.21 mmol), Acetonitrile (15 mL, 290 mmol), Potassium carbonate (0.0587 g, 0.425 mmol) were added and stirred for 5 minutes. Methanesulfonyl chloride (0.0256 g, 0.223 mmol) was added. The reaction was stirred at room temperature over night. The solvent was removed under vacuum. The reaction was partitioned with water and DCM. The organic was separated, washed with...